This data is from the Open Reaction Database (ORD), a public repository of structured organic reaction records. The task is: describe an organic reaction: reactants, conditions, products, and yield Reactants: COC(=O)C1C(=O)Nc2ccccc2CC1c1ccc2c(c1)OCO2, CI, [H-], [Na+], CN(C)C=O. Yields the product COC(=O)C1C(=O)N(C)c2ccccc2CC1c1ccc2c(c1)OCO2. Reaction SMILES: [CH3:1][O:2][C:3](=[O:4])[CH:5]1[C:6](=[O:25])[NH:7][c:8]2[c:9]([cH:21][cH:22][cH:23][cH:24]2)[CH2:10][CH:11]1[c:12]1[cH:13][c:14]2[c:15]([cH:16][cH:17]1)[O:18][CH2:19][O:20]2.[CH3:28][I:29].[H-:26].[Na+:27].[O:30]=[CH:31][N:32]([CH3:33])[CH3:34]>>[CH3:1][O:2][C:3](=[O:4])[CH:5]1[C:6](=[O:25])[N:7]([CH3:28])[c:8]2[c:9]([cH:21][cH:22][cH:23][cH:24]2)[CH2:10][CH:11]1[c:12]1[cH:13][c:14]2[c:15]([cH:16][cH:17]1)[O:18][CH2:19][O:20]2. The reactants are ClC1=C(OC=2C=CC(=C(C(=O)O)C2)[N+](=O)[O-])C=CC(=C1)C(F)(F)F (5-(2-chloro-4-trifluoromethylphenoxy)-2-nitrobenzoic acid), S(=O)(Cl)Cl (thionyl chloride), S(=O)(Cl)Cl (thionyl chloride). The solvent is C1(=CC=CC=C1)C (toluene). The product is ClC1=C(OC=2C=CC(=C(C(=O)Cl)C2)[N+](=O)[O-])C=CC(=C1)C(F)(F)F (5-(2-chloro-4-trifluoromethylphenoxy)-2-nitrobenzoyl chloride). The yield is 60.0%. As a reaction SMILES: [Cl:1][C:2]1[CH:20]=[C:19]([C:21]([F:24])([F:23])[F:22])[CH:18]=[CH:17][C:3]=1[O:4][C:5]1[CH:6]=[CH:7][C:8]([N+:14]([O-:16])=[O:15])=[C:9]([CH:13]=1)[C:10](O)=[O:11].S(Cl)([Cl:27])=O>C1(C)C=CC=CC=1>[Cl:1][C:2]1[CH:20]=[C:19]([C:21]([F:24])([F:23])[F:22])[CH:18]=[CH:17][C:3]=1[O:4][C:5]1[CH:6]=[CH:7][C:8]([N+:14]([O-:16])=[O:15])=[C:9]([CH:13]=1)[C:10]([Cl:27])=[O:11]. Reported procedure: A solution of 5-(2-chloro-4-trifluoromethylphenoxy)-2-nitrobenzoic acid (448.1 g, 1.24 mole), thionyl chloride (458 g) and toluene (250 ml) was held at reflux for 8 hrs. The excess thionyl chloride and the solvent were stripped off under reduced pressure to give a reddish solid, which upon recrystallization from hexane-toluene afforded 282.9 g of the desired benzoyl chloride as a light yellow crystalline solid; mp 63°-69° C. Reactants: Cl.NOCCC (1-(Amino-oxy)-propane hydrochloride), C(C)(=O)C1CN(C1)C(/C=C/C=1C=C2CCC(NC2=NC1)=O)=O ((E)-6-(3-(3-acetylazetidin-1-yl)-3-oxoprop-1-enyl)-3,4-dihydro-1,8-naphthyridin-2(1H)-one). Run in CO.ClCCl (methanol dichloromethane). Conditions: time 8 hour. The product is O=C(/C=C/C=1C=C2CCC(NC2=NC1)=O)N1CC(C1)\C(\C)=N/OCCC (6-((E)-3-Oxo-3-(3-((Z)-1-(propoxyimino)ethyl)azetidin-1-yl)prop-1-enyl)-3,4-dihydro-1,8-naphthyridin-2(1H)-one), solid. The yield is 76.0%. As a reaction SMILES: Cl.[NH2:2][O:3][CH2:4][CH2:5][CH3:6].[C:7]([CH:10]1[CH2:13][N:12]([C:14](=[O:28])/[CH:15]=[CH:16]/[C:17]2[CH:18]=[C:19]3[C:24](=[N:25][CH:26]=2)[NH:23][C:22](=[O:27])[CH2:21][CH2:20]3)[CH2:11]1)(=O)[CH3:8]>CO.ClCCl>[O:28]=[C:14]([N:12]1[CH2:13][CH:10](/[C:7](=[N:2]\[O:3][CH2:4][CH2:5][CH3:6])/[CH3:8])[CH2:11]1)/[CH:15]=[CH:16]/[C:17]1[CH:18]=[C:19]2[C:24](=[N:25][CH:26]=1)[NH:23][C:22](=[O:27])[CH2:21][CH2:20]2 |f:0.1,3.4|. Procedure: 1-(Amino-oxy)-propane hydrochloride (32 mg, 0.29 mmol) was added to a solution of (E)-6-(3-(3-acetylazetidin-1-yl)-3-oxoprop-1-enyl)-3,4-dihydro-1,8-naphthyridin-2(1H)-one (61.3 mg, 0.20 mmol) in a mixture methanol/dichloromethane (8:2, 3.5 mL) at room temperature. The reaction mixture was stirred overnight. After concentration to dryness, the residue was purified by chromatography on silica gel using dichloromethane/methanol (95:5) as eluent. The title product was obtained as a white solid (56.... The reactants are N#CCNC(=O)C1CC(S(=O)(=O)c2ccccc2C(F)(F)F)CN1, Cl, O=C(O)C1CCOCC1. The product is N#CCNC(=O)C1CC(S(=O)(=O)c2ccccc2C(F)(F)F)CN1C(=O)C1CCOCC1. Reaction SMILES: [C:2](#[N:3])[CH2:4][NH:5][C:6](=[O:7])[CH:8]1[NH:9][CH2:10][CH:11]([S:13](=[O:14])(=[O:15])[c:16]2[c:17]([C:22]([F:23])([F:24])[F:25])[cH:18][cH:19][cH:20][cH:21]2)[CH2:12]1.[ClH:1].[O:26]1[CH2:27][CH2:28][CH:29]([C:32](=[O:33])[OH:34])[CH2:30][CH2:31]1>>[C:2](#[N:3])[CH2:4][NH:5][C:6](=[O:7])[CH:8]1[N:9]([C:32]([CH:29]2[CH2:28][CH2:27][O:26][CH2:31][CH2:30]2)=[O:33])[CH2:10][CH:11]([S:13](=[O:14])(=[O:15])[c:16]2[c:17]([C:22]([F:23])([F:24])[F:25])[cH:18][cH:19][cH:20][cH:21]2)[CH2:12]1.